Task: describe an organic reaction: reactants, conditions, products, and yield. Dataset: the Open Reaction Database (ORD), a public repository of structured organic reaction records The reactants are [N+](=O)([O-])C1=CC=C(C=C1)CC(=O)OCC (p-nitrophenylacetic acid, ethyl ester), C1(CCCC1)CI (cyclopentyl methyl iodide), Cl (HCl), [Li]CCCC (n-BuLi). Run in C1CCOC1.CN1CCCN(C1=O)C (THF DMPU), C1CCOC1.CN1CCCN(C1=O)C (THF DMPU), C1CCOC1.CN1CCCN(C1=O)C (THF DMPU), hexanes. Reaction conditions: temperature -78 celsius, time 30 minute. Yields the product C(C)OC(C(CC1CCCC1)C1=CC=C(C=C1)[N+](=O)[O-])=O (3-cyclopentyl-2-(4-nitro-phenyl)-propionic acid ethyl ester). As a reaction SMILES: [Li]CCCC.[N+:6]([C:9]1[CH:14]=[CH:13][C:12]([CH2:15][C:16]([O:18][CH2:19][CH3:20])=[O:17])=[CH:11][CH:10]=1)([O-:8])=[O:7].[CH:21]1([CH2:26]I)[CH2:25][CH2:24][CH2:23][CH2:22]1.Cl>C1COCC1.CN1C(=O)N(C)CCC1>[CH2:19]([O:18][C:16](=[O:17])[CH:15]([C:12]1[CH:11]=[CH:10][C:9]([N+:6]([O-:8])=[O:7])=[CH:14][CH:13]=1)[CH2:26][CH:21]1[CH2:25][CH2:24][CH2:23][CH2:22]1)[CH3:20] |f:4.5|. Reported procedure: To a 1 L round bottom flask containing 250 mL of 9:1 THF/DMPU at −78° C. are added under nitrogen 11 mL (78.6 mmol) anhydrous DIEA followed by rapid addition of 32 mL of 2.5 M n-BuLi in hexanes. After 10 min at −78° C. a solution of 15.4 g (74 mmol) of p-nitrophenylacetic acid, ethyl ester in 100 mL of 9:1 THF/DMPU is added dropwise over 30 min. A deep purple solution results, and the reaction mixture is stirred at −78° C. for 30 min and then cyclopentyl methyl iodide (17.6 g, 78 mmol) in 50 mL ...